The task is: describe an organic reaction: reactants, conditions, products, and yield. This data is from the Open Reaction Database (ORD), a public repository of structured organic reaction records. Reactants: C#Cc1cc(N)ccc1F, CCOC(C)=O. Yields the product CCc1cc(N)ccc1F. Reaction SMILES: [C:1](#[CH:2])[c:3]1[cH:4][c:5]([NH2:6])[cH:7][cH:8][c:9]1[F:10].[CH3:11][CH2:12][O:13][C:14](=[O:15])[CH3:16]>>[CH2:1]([CH3:2])[c:3]1[cH:4][c:5]([NH2:6])[cH:7][cH:8][c:9]1[F:10]. The reactants are ClC=1C=C(C#N)C=C(C1)OC1=C(C=CC(=C1)OCC1=NC2=C(N1C)C=CC=C2)Cl (3-chloro-5-{2-chloro-5-[(1-methyl-1H-benzimidazol-2-yl)methoxy]phenoxy}benzonitrile), ClC=1C=C(C#N)C=C(C1)OC1=C(C=CC(=C1)O)Cl (3-chloro-5-(2-chloro-5-hydroxyphenoxy)benzonitrile). Yields the product ClCC1=NC2=C(N1C)C=CC=C2 (2-(chloromethyl)-1-methyl-1H-benzimidazole). RXN SMILES: [Cl:1]C1C=C(C=C(OC2C=C(O)C=CC=2Cl)C=1)C#N.ClC1C=C(C=C(OC2C=C(O[CH2:36][C:37]3[N:41]([CH3:42])[C:40]4[CH:43]=[CH:44][CH:45]=[CH:46][C:39]=4[N:38]=3)C=CC=2Cl)C=1)C#N>>[Cl:1][CH2:36][C:37]1[N:41]([CH3:42])[C:40]2[CH:43]=[CH:44][CH:45]=[CH:46][C:39]=2[N:38]=1. Procedure details: In a manner similar to that described in Example 1 above for the synthesis of 1-2, from 50 mg (0.18 mmol) of 3-chloro-5-(2-chloro-5-hydroxyphenoxy)benzonitrile (C-3) and 33 mg (0.18 mmol) of 2-(chloromethyl)-1-methyl-1H-benzimidazole (31-1) was obtained the desired product 31-2 (TFA salt) as an amorphous fluffy white powder. MS M+=424. 1H NMR (CDCl3): 4.03 (s, 3H), 5.66 (s, 2H), 6.88 (d, 1H), 6.99 (m, 1H), 7.03 (dd, 1H), 7.14 (m, 1H), 7.35 (m, 1H), 7.45 (d, 1H), 7.49 (m, 3H), 7.93 (d, 1H). Starting materials: C(C)C=1C=CC2=C(CCC3=C(N=C(O3)C)C2=O)C1 (7-Ethyl-9,10-dihydro-2-methyl-4H-benzo[5,6]cyclohepta[1,2-d]oxazol-4-one), BrC=1C(=NC(=NC1)OC(C)(C)C)OC(C)(C)C (5-Bromo-2,4-bis(1,1-dimethylethoxy)pyrimidine), C(CCC)[Li] (n-butyllithium), solution. Run in O1CCCC1 (tetrahydrofuran), O1CCCC1 (tetrahydrofuran), hexanes. Reaction conditions: time 30 minute. The product is CC(C)(OC1=NC=C(C(=N1)OC(C)(C)C)C1(C2=C(CCC3=C1N=C(O3)C)C=C(C=C2)CC)O)C ((±)-4-(2,4-Bis(1,1-dimethylethoxy)pyrimidin-5-yl)-7-ethyl-2-methyl-9,10-dihydro-4H-benzo[5,6]cyclohepta[1,2-d]oxazol-4-ol). Reaction SMILES: Br[C:2]1[C:3]([O:13][C:14]([CH3:17])([CH3:16])[CH3:15])=[N:4][C:5]([O:8][C:9]([CH3:12])([CH3:11])[CH3:10])=[N:6][CH:7]=1.C([Li])CCC.[CH2:23]([C:25]1[CH:26]=[CH:27][C:28]2[C:38](=[O:39])[C:33]3[N:34]=[C:35]([CH3:37])[O:36][C:32]=3[CH2:31][CH2:30][C:29]=2[CH:40]=1)[CH3:24]>O1CCCC1>[CH3:10][C:9]([CH3:12])([O:8][C:5]1[N:4]=[C:3]([O:13][C:14]([CH3:17])([CH3:16])[CH3:15])[C:2]([C:38]2([OH:39])[C:33]3[N:34]=[C:35]([CH3:37])[O:36][C:32]=3[CH2:31][CH2:30][C:29]3[CH:40]=[C:25]([CH2:23][CH3:24])[CH:26]=[CH:27][C:28]2=3)=[CH:7][N:6]=1)[CH3:11]. Reported procedure: A stirred solution of the product from example 1 step (vi) (3.60 g) in tetrahydrofuran (30 ml) at −70° C. was treated dropwise with n-butyllithium (4.75 ml of a 2.5M solution in hexanes) and stirred for 30 minutes. A solution of the product from example 3 step (vi) (2.60 g) in tetrahydrofuran (30 ml) was added dropwise and the reaction stirred at room temperature for 3 hours. The reaction was partitioned between brine and ethyl acetate and the organics dried (MgSO4) and evaporation under reduced...